This data is from the Open Reaction Database (ORD), a public repository of structured organic reaction records. The task is: describe an organic reaction: reactants, conditions, products, and yield The reactants are O.C1(=CC(O)=CC(C)=C1)O (Orcinol monohydrate), C1=NC=CC=2C(=CC=CC12)S(=O)(=O)Cl (5-isoquinolinesulfonyl chloride). Solvent: C(C)OCC (diethyl ether), O (water), C(=O)(O)[O-].[Na+] (NaHCO3). Reaction conditions: time 8 hour. Product: C1=NC=CC2=C(C=CC=C12)S(=O)(=O)OC=1C=C(C=C(C1)C)O (3-(5-Isoquinolinylsulfonyloxy)-5-methylphenol). Yield: 36.5%. RXN SMILES: O.[C:2]1([OH:10])[CH:9]=[C:7]([CH3:8])[CH:6]=[C:4]([OH:5])[CH:3]=1.[CH:11]1[C:20]2[CH:19]=[CH:18][CH:17]=[C:16]([S:21](Cl)(=[O:23])=[O:22])[C:15]=2[CH:14]=[CH:13][N:12]=1>C([O-])(O)=O.[Na+].C(OCC)C.O>[CH:11]1[C:20]2[C:15](=[C:16]([S:21]([O:5][C:4]3[CH:3]=[C:2]([OH:10])[CH:9]=[C:7]([CH3:8])[CH:6]=3)(=[O:23])=[O:22])[CH:17]=[CH:18][CH:19]=2)[CH:14]=[CH:13][N:12]=1 |f:0.1,3.4|. Reported procedure: Orcinol monohydrate (1.42 g, 10.0 mmol) and 5-isoquinolinesulfonyl chloride (2.64 g, 10.0 mmol), as prepared in the preceding step, were mixed in saturated aqueous NaHCO3 (30 mL) and diethyl ether (30 mL). The biphasic mixture was stirred vigorously at ambient temperature overnight. The reaction mixture was diluted with water (50 mL) and extracted into ethyl acetate (3×50 mL). The organic phase was washed with brine (2×50 mL) and dried over Na2SO4. After removing the solvent in vacuo, the residu...